describe an organic reaction: reactants, conditions, products, and yield From a dataset of the Open Reaction Database (ORD), a public repository of structured organic reaction records. Reactants: C(C)C(C(=O)OCC)C(=O)C (ethyl α-ethylacetoacetate), [OH-].[K+] (potassium hydroxide), N(=O)[O-].[Na+] (sodium nitrite), ClC=1C=C(N)C=CC1 (3-chloroaniline), ice, aryldiazonium, C(C)(=O)[O-].[Na+] (sodium acetate). Solvent: C(C)O (ethanol), O (water), O (water), O (water), Cl (hydrochloric acid). Run at temperature 0 celsius, time 3 hour. Product: ClC1=CC=C2C(=CNC2=C1)C.C(C)OC(=O)C=1NC2=CC=CC=C2C1 (6-Chloro-3-methylindole 1H-indole-2 carboxylic acid ethyl ester). The yield is 29.2%. As a reaction SMILES: N([O-])=O.[Na+].[Cl:5][C:6]1[CH:7]=[C:8]([CH:10]=[CH:11][CH:12]=1)[NH2:9].C([O-])(=O)C.[Na+].[CH2:18]([CH:20]([C:26]([CH3:28])=O)[C:21]([O:23][CH2:24][CH3:25])=[O:22])[CH3:19].[OH-].[K+]>O.Cl.C(O)C>[Cl:5][C:6]1[CH:7]=[C:8]2[C:10]([C:18]([CH3:20])=[CH:19][NH:9]2)=[CH:11][CH:12]=1.[CH2:24]([O:23][C:21]([C:20]1[NH:9][C:8]2[C:28]([CH:26]=1)=[CH:11][CH:12]=[CH:6][CH:7]=2)=[O:22])[CH3:25] |f:0.1,3.4,6.7,11.12|. Procedure: A solution of sodium nitrite (5.95 g, 86.2 mmol) in water (7 mL) was added dropwise at −5° C. to a mixture of 3-chloroaniline (10.0 g, 78.4 mmol) in water (27 mL) and 37% aq. hydrochloric acid solution (16 mL), then after 15 min sodium acetate (5.47 g, 66.6 mmol) was added. In a separate flask a solution of ethyl α-ethylacetoacetate (13.6 g, 86.2 mmol) in ethanol (50 mL) was treated with with a solution of 85% potassium hydroxide (5.69 g, 86.2 mmol) in water (6 mL) at 0° C., then ice (80 g) and ... The reactants are crude product A, Cl (hydrochloric acid), FC(C(=O)N1CCC(CC1)N)(F)F (1-(trifluoroacetyl)piperidin-4-amine), C([O-])([O-])=O.[K+].[K+] (potassium carbonate), C(C#C)Br (propargyl bromide). Run in C(C)(=O)OCC (ethyl acetate), O (water), mixed solvent, O1CCCC1 (tetrahydrofuran), CN(C=O)C (N,N-dimethylformamide). Reaction conditions: time 50 minute. The product is C(C#C)NC1CCN(CC1)C(C(F)(F)F)=O (N-(2-propyn-1-yl)-1-(trifluoroacetyl)piperidin-4-amine). Reaction SMILES: [F:1][C:2]([F:13])([F:12])[C:3]([N:5]1[CH2:10][CH2:9][CH:8]([NH2:11])[CH2:7][CH2:6]1)=[O:4].C(=O)([O-])[O-].[K+].[K+].[CH2:20](Br)[C:21]#[CH:22].Cl>C(OCC)(=O)C.O.O1CCCC1.CN(C)C=O>[CH2:22]([NH:11][CH:8]1[CH2:9][CH2:10][N:5]([C:3](=[O:4])[C:2]([F:1])([F:12])[F:13])[CH2:6][CH2:7]1)[C:21]#[CH:20] |f:1.2.3|. Procedure details: To a solution of 0.50 g of 1-(trifluoroacetyl)piperidin-4-amine in 10 mL of a mixed solvent of N,N-dimethylformamide and tetrahydrofuran (1:1), 0.41 g of potassium carbonate, 0.42 mL of propargyl bromide were added, and the mixture was heated under reflux while stirring for 2 hours. Thereto were added water and ethyl acetate, the organic layer was separated, and the aqueous layer was extracted with ethyl acetate. The organic layer and the extract were combined, the resultant solution was washed ... Reactants: NC1=NC2=NC(=CC=C2C=C1)Cl (2-amino-7-chloro-1,8-naphthyridine), BrC1=C(C=CC=C1)O (2-bromophenol), [OH-].[K+] (potassium hydroxide). Reaction conditions: temperature 120 celsius. Product: NC1=NC2=NC(=CC=C2C=C1)OC1=C(C=CC=C1)Br (2-amino-7-(2-bromophenoxy)-1,8-naphthyridine). Yield: 36.9%. As a reaction SMILES: [NH2:1][C:2]1[CH:11]=[CH:10][C:9]2[C:4](=[N:5][C:6](Cl)=[CH:7][CH:8]=2)[N:3]=1.[Br:13][C:14]1[CH:19]=[CH:18][CH:17]=[CH:16][C:15]=1[OH:20].[OH-].[K+]>>[NH2:1][C:2]1[CH:11]=[CH:10][C:9]2[C:4](=[N:5][C:6]([O:20][C:15]3[CH:16]=[CH:17][CH:18]=[CH:19][C:14]=3[Br:13])=[CH:7][CH:8]=2)[N:3]=1 |f:2.3|. Reported procedure: The procedure is similar to that described in Example 4, but starting with 2-amino-7-chloro-1,8-naphthyridine (19.7 g), 2-bromophenol (81.5 g) and potassium hydroxide pellets (15.15 g; 85% purity). After 10 hours' heating at 120° C. and treatment under the conditions described above in Example 4, the product produced (21.5 g; m.p. 160° C.) is purified by chromatography on a column 45 mm in diameter containing silica (300 g; 0.040-0.063 mm), eluting with a mixture (95:5 by volume) of methylene ch... The reactants are CNC(=O)c1ccc(C2(c3cccc(OC)c3)CCN(Cc3ccccc3)CC2)cc1, ClCCl, O=S(=O)(OS(=O)(=O)C(F)(F)F)C(F)(F)F, CC(C)(N)CO, O, c1ccncc1. The product is COc1cccc(C2(c3ccc(C4=NC(C)(C)CO4)cc3)CCN(Cc3ccccc3)CC2)c1. As a reaction SMILES: [CH2:1]([c:2]1[cH:3][cH:4][cH:5][cH:6][cH:7]1)[N:8]1[CH2:9][CH2:10][C:11]([c:14]2[cH:15][c:16]([O:20][CH3:21])[cH:17][cH:18][cH:19]2)([c:22]2[cH:23][cH:24][c:25]([C:26]([NH:27][CH3:28])=[O:29])[cH:30][cH:31]2)[CH2:12][CH2:13]1.[Cl:59][CH2:60][Cl:61].[F:38][C:39]([S:40]([O:41][S:42]([C:43]([F:44])([F:45])[F:46])(=[O:47])=[O:48])(=[O:49])=[O:50])([F:51])[F:52].[NH2:53][C:54]([CH2:55][OH:56])([CH3:57])[CH3:58].[OH2:62].[cH:32]1[cH:33][cH:34][n:35][cH:36][cH:37]1>>[CH2:1]([c:2]1[cH:3][cH:4][cH:5][cH:6][cH:7]1)[N:8]1[CH2:9][CH2:10][C:11]([c:14]2[cH:15][c:16]([O:20][CH3:21])[cH:17][cH:18][cH:19]2)([c:22]2[cH:23][cH:24][c:25]([C:26]3=[N:53][C:54]([CH3:57])([CH3:58])[CH2:55][O:56]3)[cH:30][cH:31]2)[CH2:12][CH2:13]1. Yield: 37.5%. The product is O=C1O[C@@H]2[C@@H](CCN(CC2)C2=C(C=NN2C)NC(=O)C=2N=C(SC2N)C2=C(C=CC=C2F)F)N1 (N-[5-[(3aR,8aS)-2-oxo-3a,4,5,7,8,8a-hexahydro-3H-oxazolo[4,5-d]azepin-6-yl]-1-methyl-pyrazol-4-yl]-5-amino-2-(2,6-difluorophenyl)thiazole-4-carboxamide). Reported procedure: To a stirred solution of tert-butyl N-((4R,5S)-1-(4-((5-(tert-butoxycarbonylamino)-2-(2,6-difluorophenyl)thiazole-4-carbonyl)amino)-2-methyl-pyrazol-3-yl)-5-hydroxy-azepan-4-yl)carbamate (199 mg, 0.30 mmol) in DMF (2 mL) at 0° C. was added sodium hydride (60% dispersion in oil, 26 mg, 0.66 mmol). The mixture was allowed to warm to room temperature over 2 hr, quenched with water (3 mL) and the resulting precipitate filtered off and dried under reduced pressure. The aqueous layer was extracted wit... Run in Cl (HCl), O1CCOCC1 (dioxane), CN(C)C=O (DMF). Reaction SMILES: C(OC([NH:8][C:9]1[S:13][C:12]([C:14]2[C:19]([F:20])=[CH:18][CH:17]=[CH:16][C:15]=2[F:21])=[N:11][C:10]=1[C:22]([NH:24][C:25]1[CH:29]=[N:28][N:27]([CH3:30])[C:26]=1[N:31]1[CH2:37][CH2:36][C@H:35](O)[C@H:34]([NH:39][C:40](=[O:46])[O:41]C(C)(C)C)[CH2:33][CH2:32]1)=[O:23])=O)(C)(C)C.[H-].[Na+].CO>CN(C=O)C.Cl.O1CCOCC1>[O:46]=[C:40]1[NH:39][C@@H:34]2[CH2:33][CH2:32][N:31]([C:26]3[N:27]([CH3:30])[N:28]=[CH:29][C:25]=3[NH:24][C:22]([C:10]3[N:11]=[C:12]([C:14]4[C:19]([F:20])=[CH:18][CH:17]=[CH:16][C:15]=4[F:21])[S:13][C:9]=3[NH2:8])=[O:23])[CH2:37][CH2:36][C@@H:35]2[O:41]1 |f:1.2|. Reactants: material, CO (MeOH), C(C)(C)(C)OC(=O)NC1=C(N=C(S1)C1=C(C=CC=C1F)F)C(=O)NC1=C(N(N=C1)C)N1CC[C@H]([C@H](CC1)O)NC(OC(C)(C)C)=O (tert-butyl N-((4R,5S)-1-(4-((5-(tert-butoxycarbonylamino)-2-(2,6-difluorophenyl)thiazole-4-carbonyl)amino)-2-methyl-pyrazol-3-yl)-5-hydroxy-azepan-4-yl)carbamate), [H-].[Na+] (sodium hydride). Yield: 51.9%. Yields the product ClC1=NC=CC(=N1)C=1C=NC(=C(C#N)C1)OC (5-(2-Chloro-pyrimidin-4-yl)-2-methoxy-nicotinonitrile). Reaction SMILES: Br[C:2]1[CH:3]=[N:4][C:5]([O:10][CH3:11])=[C:6]([CH:9]=1)[C:7]#[N:8].B1(B2OC(C)(C)C(C)(C)O2)OC(C)(C)C(C)(C)O1.C([O-])(=O)C.[K+].B(O)O.[Cl:38][C:39]1[N:44]=[C:43](Cl)[CH:42]=[CH:41][N:40]=1.C(=O)([O-])[O-].[Na+].[Na+]>O1CCOCC1.O>[Cl:38][C:39]1[N:44]=[C:43]([C:2]2[CH:3]=[N:4][C:5]([O:10][CH3:11])=[C:6]([CH:9]=2)[C:7]#[N:8])[CH:42]=[CH:41][N:40]=1 |f:2.3,6.7.8|. Solvent: O1CCOCC1 (1,4-dioxane), O1CCOCC1 (1,4-dioxane), O (water). Reactants: BrC=1C=NC(=C(C#N)C1)OC (5-bromo-2-methoxy-nicotinonitrile), B1(OC(C(O1)(C)C)(C)C)B2OC(C(O2)(C)C)(C)C (bis(pinacolato)diboron), C(C)(=O)[O-].[K+] (potassium acetate), crude material, C([O-])([O-])=O.[Na+].[Na+] (sodium carbonate), ClC1=NC=CC(=N1)Cl (2,4 dichloropyrimidine), boronic ester, B(O)O (boronic acid). Reported procedure: To a stirred solution of 5-bromo-2-methoxy-nicotinonitrile (10 g, 46.9 mmol) and bis(pinacolato)diboron (17.9 g, 70.4 mmol) in 1,4-dioxane (300 mL) was added potassium acetate (13.8 g, 140.8 mmol). The reaction mixture was deoxygenated with argon, Pd(dppf)Cl2 was added and the mixture deoxygentated for a further 20 min. The resulting mixture was heated at 100° C. for 1.5 h. The reaction mixture was cooled to rt, diluted with water (100 mL) and filtered through Celite. The filtrate was extracted ... Conditions: temperature 100 celsius, time 20 minute. Yields the product c1ccc2c(c1)CCNCC2. Starting materials: CS(=O)(=O)OCCc1ccccc1CCOS(C)(=O)=O, CC#N, Cl, [NH4+], [OH-], O. Reaction SMILES: [CH3:1][S:2]([O:3][CH2:6][CH2:7][c:8]1[c:9]([CH2:14][CH2:15][O:4][S:5]([CH3:16])(=[O:17])=[O:18])[cH:10][cH:11][cH:12][cH:13]1)(=[O:19])=[O:20].[CH3:21][C:22]#[N:23].[ClH:26].[NH4+:24].[OH-:25].[OH2:27]>>[CH2:6]1[CH2:7][c:8]2[c:9]([cH:10][cH:11][cH:12][cH:13]2)[CH2:14][CH2:15][NH:23]1. Reactants: COC(C=C)=O (acrylic acid methyl ester), NCC1COC2=CC=CC=C2C1 (3-aminomethylchroman). Run in CO (methanol). Reaction conditions: time 16 hour. The product is COC(=O)CCN(CC1COC2=CC=CC=C2C1)CCC(=O)OC (N,N-bis(2-methoxycarbonylethyl)-N-(chroman-3-ylmethyl)-amine). The yield is 95.0%. RXN SMILES: [CH3:1][O:2][C:3](=[O:6])[CH:4]=[CH2:5].[NH2:7][CH2:8][CH:9]1[CH2:18][C:17]2[C:12](=[CH:13][CH:14]=[CH:15][CH:16]=2)[O:11][CH2:10]1>CO>[CH3:1][O:2][C:3]([CH2:4][CH2:5][N:7]([CH2:5][CH2:4][C:3]([O:2][CH3:1])=[O:6])[CH2:8][CH:9]1[CH2:18][C:17]2[C:12](=[CH:13][CH:14]=[CH:15][CH:16]=2)[O:11][CH2:10]1)=[O:6]. Procedure details: 3.03 g (35.2 mmol) of acrylic acid methyl ester are added to a solution of 2.61 g (16 mmol) of 3-aminomethylchroman in 20 ml of methanol. The reaction solution is stirred for 16 hours at 50° and, after cooling, is concentrated by evaporation in vacuo. 5.1 g (95%) of N,N-bis(2-methoxycarbonylethyl)-N-(chroman-3-ylmethyl)-amine are obtained in the form of a reddish oil. The reactants are C(C)(C)(C)OC(NC1=CC=2N(C=C1)N=C(N2)C2=CC(=CC=C2)OC)=O ([2-(3-methoxy-phenyl)-[1,2,4]triazolo[1,5-a]pyridin-7-yl]-carbamic acid tert-butyl ester), Cl (HCl). Solvent: C(Cl)Cl (DCM), O1CCOCC1 (dioxane). Reaction conditions: temperature 25 celsius, time 16 hour. Yields the product COC=1C=C(C=CC1)C1=NN2C(C=C(C=C2)N)=N1 (2-(3-methoxy-phenyl)-[1,2,4]triazolo[1,5-a]pyridin-7-ylamine). Isolated yield 128.5%. RXN SMILES: C(OC(=O)[NH:7][C:8]1[CH:13]=[CH:12][N:11]2[N:14]=[C:15]([C:17]3[CH:22]=[CH:21][CH:20]=[C:19]([O:23][CH3:24])[CH:18]=3)[N:16]=[C:10]2[CH:9]=1)(C)(C)C.Cl>C(Cl)Cl.O1CCOCC1>[CH3:24][O:23][C:19]1[CH:18]=[C:17]([C:15]2[N:16]=[C:10]3[CH:9]=[C:8]([NH2:7])[CH:13]=[CH:12][N:11]3[N:14]=2)[CH:22]=[CH:21][CH:20]=1. Procedure details: To a solution of [2-(3-methoxy-phenyl)-[1,2,4]triazolo[1,5-a]pyridin-7-yl]-carbamic acid tert-butyl ester (5.5 g, 16.2 mmol) in DCM (100 ml) was added a solution of HCl in dioxane (4 N, 20 ml). The resultant reaction mixture was stirred at 25° C. for 16 h. Volatiles were removed in vacuum, and the resultant residue was dried under vacuum to give 2-(3-methoxy-phenyl)-[1,2,4]triazolo[1,5-a]pyridin-7-ylamine (5 g, quant) as light yellow solid. LC-MS: m/z=241.0 [M+H]+. RXN SMILES: O[C:2]1([C:17]2[C:25]([OH:26])=[CH:24][C:20]3[O:21][CH2:22][O:23][C:19]=3[CH:18]=2)[C:6]2[CH:7]=[N:8][CH:9]=[CH:10][C:5]=2[N:4]([CH2:11][CH2:12][CH2:13][CH2:14][CH3:15])[C:3]1=[O:16].C([SiH](CC)CC)C.FC(F)(F)C(O)=O>C(OCC)(=O)C>[OH:26][C:25]1[C:17]([CH:2]2[C:6]3[CH:7]=[N:8][CH:9]=[CH:10][C:5]=3[N:4]([CH2:11][CH2:12][CH2:13][CH2:14][CH3:15])[C:3]2=[O:16])=[CH:18][C:19]2[O:23][CH2:22][O:21][C:20]=2[CH:24]=1. Solvent: C(C)(=O)OCC (ethyl acetate). Run at time 8 hour. Starting materials: OC1(C(N(C2=C1C=NC=C2)CCCCC)=O)C2=CC1=C(OCO1)C=C2O (3-hydroxy-3-(6-hydroxy-1,3-benzodioxol-5-yl)-1-pentyl-1,3-dihydro-2H-pyrrolo[3,2-c]pyridin-2-one), C(C)[SiH](CC)CC (triethylsilane), FC(C(=O)O)(F)F (trifluroacetic acid). Procedure: A mixture of 3-hydroxy-3-(6-hydroxy-1,3-benzodioxol-5-yl)-1-pentyl-1,3-dihydro-2H-pyrrolo[3,2-c]pyridin-2-one (0.15 g, 0.42 mmol), triethylsilane (1.60 mL, 10.0 mmol) and trifluroacetic acid (0.74 mL, 10.0 mmol) was stirred at ambient temperature overnight. The mixture was diluted with ethyl acetate (100 mL), washed with water, dried over anhydrous sodium sulfate and filtered. The filtrate was concentrated in vacuo. The residue was triturated with diethyl ether to give the title compound as a wh... Yields the product OC=1C(=CC2=C(OCO2)C1)C1C(N(C2=C1C=NC=C2)CCCCC)=O (3-(6-hydroxy-1,3-benzodioxol-5-yl)-1-pentyl-1,3-dihydro-2H-pyrrolo[3,2-c]pyridin-2-one).